This data is from the Open Reaction Database (ORD), a public repository of structured organic reaction records. The task is: describe an organic reaction: reactants, conditions, products, and yield Reactants: BrC1=CC(=C(C=C1)C(=O)N1CCN(CC1)C1=NC=C(C=C1C)C1CC1)F ((4-bromo-2-fluorophenyl)[4-(5-cyclopropyl-3-methylpyridin-2-yl)piperazin-1-yl]methanone), CC1(CNC(O1)=O)C (5,5-dimethyloxazolidin-2-one). The product is C1(CC1)C=1C=C(C(=NC1)N1CCN(CC1)C(=O)C1=C(C=C(C=C1)N1C(OC(C1)(C)C)=O)F)C (3-{4-[4-(5-cyclopropyl-3-methylpyridin-2-yl)piperazine-1-carbonyl]-3-fluorophenyl}-5,5-dimethyloxazolidin-2-one). The yield is 22.9%. Reaction SMILES: Br[C:2]1[CH:7]=[CH:6][C:5]([C:8]([N:10]2[CH2:15][CH2:14][N:13]([C:16]3[C:21]([CH3:22])=[CH:20][C:19]([CH:23]4[CH2:25][CH2:24]4)=[CH:18][N:17]=3)[CH2:12][CH2:11]2)=[O:9])=[C:4]([F:26])[CH:3]=1.[CH3:27][C:28]1([CH3:34])[O:32][C:31](=[O:33])[NH:30][CH2:29]1>>[CH:23]1([C:19]2[CH:20]=[C:21]([CH3:22])[C:16]([N:13]3[CH2:14][CH2:15][N:10]([C:8]([C:5]4[CH:6]=[CH:7][C:2]([N:30]5[CH2:29][C:28]([CH3:34])([CH3:27])[O:32][C:31]5=[O:33])=[CH:3][C:4]=4[F:26])=[O:9])[CH2:11][CH2:12]3)=[N:17][CH:18]=2)[CH2:25][CH2:24]1. Reported procedure: By reaction and treatment in the same manner as in Example 1 and using (4-bromo-2-fluorophenyl)[4-(5-cyclopropyl-3-methylpyridin-2-yl)piperazin-1-yl]methanone (480 mg) described in Preparation Example 86 and 5,5-dimethyloxazolidin-2-one (196 mg) described in Preparation Example 43, the title compound (119 mg) was obtained. Starting materials: N1CCOCC1 (morpholine), N1C=CC2=CC=C(C=C12)C(=O)O (1H-indole-6-carboxylic acid), Cl.CN(CCCN=C=NCC)C (1-(3-dimethylaminopropyl)-3-ethylcarbodiimide hydrochloride), ON1N=NC2=C1C=CC=C2 (1-hydroxybenzotriazole), C(C)(C)N(CC)C(C)C (diisopropylethylamine). Run in CCOCC (Et2O), CN(C)C=O (DMF), O (water). Product: N1C=CC2=CC=C(C=C12)C(=O)N1CCOCC1 ((1H-Indol-6-yl)(morpholino)methanone). Isolated yield 75.9%. As a reaction SMILES: [NH:1]1[CH2:6][CH2:5][O:4][CH2:3][CH2:2]1.[NH:7]1[C:15]2[C:10](=[CH:11][CH:12]=[C:13]([C:16](O)=[O:17])[CH:14]=2)[CH:9]=[CH:8]1.Cl.CN(C)CCCN=C=NCC.ON1C2C=CC=CC=2N=N1.C(N(C(C)C)CC)(C)C>CN(C=O)C.CCOCC.O>[NH:7]1[C:15]2[C:10](=[CH:11][CH:12]=[C:13]([C:16]([N:1]3[CH2:6][CH2:5][O:4][CH2:3][CH2:2]3)=[O:17])[CH:14]=2)[CH:9]=[CH:8]1 |f:2.3|. Reported procedure: A solution of morpholine (1.320 mL, 15.14 mmol), 1H-indole-6-carboxylic acid (2.0332 g, 12.62 mmol), 1-(3-dimethylaminopropyl)-3-ethylcarbodiimide hydrochloride (EDC) (3.63 g, 18.92 mmol), 1-hydroxybenzotriazole (HOBt) (2.90 g, 18.92 mmol) and diisopropylethylamine (DIPEA) (6.61 mL, 37.8 mmol) in DMF (31.5 mL) was stirred overnight. The reaction was poured into a 1:1 water:brine solution and extracted with EtOAc (2×). The organic layers were combined and washed with 0.25 M aqueous KHSO4, water, ... The reactants are COC=1C(=C(C(C2=CC=CC=C2)(C2=CC=CC=C2)OC[C@@H]2[C@H]([C@H]([C@@H](O2)N2C(=O)NC(=O)C=C2)O)O)C=CC1)OC (5′-O-(dimethoxytrityl)uridine), N1N=CN=C1 (1,2,4-triazole). Procedure details: The method in which 5′-O-(dimethoxytrityl)uridine derivatives are condensed with 1,2,4-triazole to give 1-[5′-O-(dimethoxytrityl)-β-D-ribofuranosyl]-4-(1,2,4-tri azol-1-yl)pyrimidin-2-(1H) -one derivatives, which are then reacted with an amine in dioxane solvent to yield 5′-O-(dimethoxytrityl)cytidine derivatives (Journal of Organic Chemistry, 47, 3623 (1982)). RXN SMILES: [CH3:1][O:2][C:3]1[C:4]([O:39][CH3:40])=[C:5]([CH:36]=[CH:37][CH:38]=1)[C:6]([O:19][CH2:20][C@H:21]1[O:25][C@@H:24]([N:26]2[CH:33]=[CH:32][C:30](=O)[NH:29][C:27]2=[O:28])[C@H:23]([OH:34])[C@@H:22]1[OH:35])([C:13]1[CH:18]=[CH:17][CH:16]=[CH:15][CH:14]=1)[C:7]1[CH:12]=[CH:11][CH:10]=[CH:9][CH:8]=1.[NH:41]1[CH:45]=[N:44][CH:43]=[N:42]1>>[CH3:1][O:2][C:3]1[C:4]([O:39][CH3:40])=[C:5]([CH:36]=[CH:37][CH:38]=1)[C:6]([O:19][CH2:20][C@H:21]1[O:25][C@@H:24]([N:26]2[CH:33]=[CH:32][C:30]([N:41]3[CH:45]=[N:44][CH:43]=[N:42]3)=[N:29][C:27]2=[O:28])[C@H:23]([OH:34])[C@@H:22]1[OH:35])([C:13]1[CH:18]=[CH:17][CH:16]=[CH:15][CH:14]=1)[C:7]1[CH:8]=[CH:9][CH:10]=[CH:11][CH:12]=1. Product: COC=1C(=C(C(C2=CC=CC=C2)(C2=CC=CC=C2)OC[C@@H]2[C@H]([C@H]([C@@H](O2)N2C(N=C(C=C2)N2N=CN=C2)=O)O)O)C=CC1)OC (1-[5′-O-(dimethoxytrityl)-β-D-ribofuranosyl]-4-(1,2,4-tri azol-1-yl)pyrimidin-2-(1H) -one). Reactants: C1(CC1)N1C=C(C(C2=CC(=C(C(=C12)F)N1CC(C1)OS(=O)(=O)C)F)=O)C(=O)OCC (ethyl 1-cyclopropyl-6,8-difluoro-7-(3-mesyloxy-1-azetidinyl)-1,4-dihydro-4-oxo-3-quinolinecarboxylate). Run in [OH-].[Na+] (sodium hydroxide), C(C)O (ethanol). Yields the product C1(CC1)N1C=C(C(C2=CC(=C(C(=C12)F)N1CC(C1)OS(=O)(=O)C)F)=O)C(=O)O (1-cyclopropyl-6,8-difluoro-7-(3-mesyloxy-1-azetidinyl)-1,4-dihydro-4-oxo-3-quinolinecarboxylic acid). Reaction SMILES: [CH:1]1([N:4]2[C:13]3[C:8](=[CH:9][C:10]([F:24])=[C:11]([N:15]4[CH2:18][CH:17]([O:19][S:20]([CH3:23])(=[O:22])=[O:21])[CH2:16]4)[C:12]=3[F:14])[C:7](=[O:25])[C:6]([C:26]([O:28]CC)=[O:27])=[CH:5]2)[CH2:3][CH2:2]1>[OH-].[Na+].C(O)C>[CH:1]1([N:4]2[C:13]3[C:8](=[CH:9][C:10]([F:24])=[C:11]([N:15]4[CH2:16][CH:17]([O:19][S:20]([CH3:23])(=[O:21])=[O:22])[CH2:18]4)[C:12]=3[F:14])[C:7](=[O:25])[C:6]([C:26]([OH:28])=[O:27])=[CH:5]2)[CH2:2][CH2:3]1 |f:1.2|. Procedure details: A solution of 0.2 g (0.4 mmole) of ethyl 1-cyclopropyl-6,8-difluoro-7-(3-mesyloxy-1-azetidinyl)-1,4-dihydro-4-oxo-3-quinolinecarboxylate (example 3) in 6 ml of 0.5N sodium hydroxide and 1 ml of ethanol is refluxed for 1 hour. It is evaporated under vacuum, and acetic acid is added. Filtering and washing yield 0.18 g (96%) of 1-cyclopropyl-6,8-difluoro-7-(3-mesyloxy-1-azetidinyl)-1,4-dihydro-4-oxo-3-quinolinecarboxylic acid melting at 240°-4° C.